From a dataset of the Open Reaction Database (ORD), a public repository of structured organic reaction records. describe an organic reaction: reactants, conditions, products, and yield Run in N1=CC=CC=C1 (pyridine). Procedure details: Add 2.50 g (22 mmole) of methanesulfonyl chloride dropwise to 5.06 g (15 mmole) 4-(hexafluoro-2-hydroxy-2-propyl)-aniline in 25 ml of pyridine and allow to stand overnight. Pour the reaction into H2O and extract with Et2O. Wash the Et2O with 1N HCl and extract with 1N NaOH. Acidify the NaOH and extract with Et2O. Dry, concentrate and recrystallize from Et2O-hexane to obtain 4'-(hexafluoro-2-hydroxy-2-propyl)methanesulfonanilide; m.p. 137°-139° C. RXN SMILES: [CH3:1][S:2](Cl)(=[O:4])=[O:3].[F:6][C:7]([F:22])([F:21])[C:8]([C:14]1[CH:20]=[CH:19][C:17]([NH2:18])=[CH:16][CH:15]=1)([OH:13])[C:9]([F:12])([F:11])[F:10].O>N1C=CC=CC=1>[F:6][C:7]([F:21])([F:22])[C:8]([C:14]1[CH:20]=[CH:19][C:17]([NH:18][S:2]([CH3:1])(=[O:4])=[O:3])=[CH:16][CH:15]=1)([OH:13])[C:9]([F:10])([F:12])[F:11]. Run at time 8 hour. Reactants: CS(=O)(=O)Cl (methanesulfonyl chloride), FC(C(C(F)(F)F)(O)C1=CC=C(N)C=C1)(F)F (4-(hexafluoro-2-hydroxy-2-propyl)-aniline), O (H2O). Yields the product FC(C(C(F)(F)F)(O)C1=CC=C(NS(=O)(=O)C)C=C1)(F)F (4'-(hexafluoro-2-hydroxy-2-propyl)methanesulfonanilide). Starting materials: C(CCCCCCCCCCC)C1=C2C(SC=C2)=C(C2=C1SC=C2)CCCCCCCCCCCC (4,8-didodecylbenzo[1,2-b:4,5-b′]dithiophene), C(CCC)[Li] (n-butyllithium), O (water), C[Sn](C)(C)Cl (trimethyltin chloride). Solvent: O1CCCC1 (tetrahydrofuran). Reaction conditions: time 1 hour. The product is C(CCCCCCCCCCC)C1=C2C(SC(=C2)[Sn](C)(C)C)=C(C2=C1SC(=C2)[Sn](C)(C)C)CCCCCCCCCCCC (4,8-didodecyl-2,6-Bis-trimethylstannylbenzo[1,2-b:4,5-b′]dithiophene). Isolated yield 58.5%. Reaction SMILES: [CH2:1]([C:13]1[C:21]2[S:22][CH:23]=[CH:24][C:20]=2[C:19]([CH2:25][CH2:26][CH2:27][CH2:28][CH2:29][CH2:30][CH2:31][CH2:32][CH2:33][CH2:34][CH2:35][CH3:36])=[C:15]2[S:16][CH:17]=[CH:18][C:14]=12)[CH2:2][CH2:3][CH2:4][CH2:5][CH2:6][CH2:7][CH2:8][CH2:9][CH2:10][CH2:11][CH3:12].C([Li])CCC.[CH3:42][Sn:43](Cl)([CH3:45])[CH3:44].O>O1CCCC1>[CH2:1]([C:13]1[C:21]2[S:22][C:23]([Sn:43]([CH3:45])([CH3:44])[CH3:42])=[CH:24][C:20]=2[C:19]([CH2:25][CH2:26][CH2:27][CH2:28][CH2:29][CH2:30][CH2:31][CH2:32][CH2:33][CH2:34][CH2:35][CH3:36])=[C:15]2[S:16][C:17]([Sn:43]([CH3:45])([CH3:44])[CH3:42])=[CH:18][C:14]=12)[CH2:2][CH2:3][CH2:4][CH2:5][CH2:6][CH2:7][CH2:8][CH2:9][CH2:10][CH2:11][CH3:12]. Reported procedure: To a solution of 4,8-didodecylbenzo[1,2-b:4,5-b′]dithiophene (553 mg, 1.05 mmol) in dry tetrahydrofuran (16 mL) was added n-butyllithium (2.5 M in hexane, 0.92 mL, 2.31 mmol) at −78° C. After 1 hour, trimethyltin chloride (488 mg, 2.45 mmol) was added in one portion. The mixture was stirred at room temperature for 2 hours, poured into water and extracted with ether three times. The organic layer was washed with brine and dried over anhydrous MgSO4. Upon evaporating the solvent, a pale yellow oil... Starting materials: Cl.C(C)N=C=NCCCN(C)C (1-ethyl-3-(3-dimethylaminopropyl)carbodiimide hydrochloride), C(C1=CC=CC=C1)OC(=O)N[C@@H](CCO)C(=O)O (N-benzyloxycarbonyl-(L)-homoserine), ON1N=NC2=C1C=CC=C2 (1-hydroxybenzotriazole), CN(C=O)C (N,N-dimethylformamide). Run in O (water). Run at time 14 hour. Yields the product C(C1=CC=CC=C1)OC(=O)N[C@@H]1C(OCC1)=O ((S)-3-(N-benzyloxycarbonylamino)tetrahydrofuran-2-one). Yield: 83.7%. Reaction SMILES: [CH2:1]([O:8][C:9]([NH:11][C@H:12]([C:16]([OH:18])=[O:17])[CH2:13][CH2:14]O)=[O:10])[C:2]1[CH:7]=[CH:6][CH:5]=[CH:4][CH:3]=1.ON1C2C=CC=CC=2N=N1.CN(C)C=O.Cl.C(N=C=NCCCN(C)C)C>O>[CH2:1]([O:8][C:9]([NH:11][C@H:12]1[CH2:13][CH2:14][O:18][C:16]1=[O:17])=[O:10])[C:2]1[CH:3]=[CH:4][CH:5]=[CH:6][CH:7]=1 |f:3.4|. Procedure details: A mixture of N-benzyloxycarbonyl-(L)-homoserine (9.0 g), 1-hydroxybenzotriazole (HOBt) (5.4 g) and N,N-dimethylformamide (DMF) (50 ml) was provided and 1-ethyl-3-(3-dimethylaminopropyl)carbodiimide hydrochloride (WSCD.HCl) (7.5 g) was added to the mixture under ice-cooling. The whole mixture was stirred at room temperature for 14 hours. The reaction mixture was then poured into water and extracted with ethyl acetate. The ethyl acetate layer was washed with 1% aqueous citric acid, water, saturate... The reactants are O=C(O)c1cc(Br)ncc1F, C1CCOC1, C[Si](C)(C)[N-][Si](C)(C)C, CCOC(C)=O, Nc1ccc(I)cc1F, [Li+]. Product: O=C(O)c1cc(Br)ncc1Nc1ccc(I)cc1F. Reaction SMILES: [Br:20][c:21]1[cH:22][c:23]([C:24](=[O:25])[OH:26])[c:27]([F:30])[cH:28][n:29]1.[CH2:31]1[O:32][CH2:33][CH2:34][CH2:35]1.[CH3:1][Si:2]([CH3:3])([CH3:4])[N-:5][Si:6]([CH3:7])([CH3:8])[CH3:9].[CH3:36][CH2:37][O:38][C:39]([CH3:40])=[O:41].[F:11][c:12]1[c:13]([NH2:14])[cH:15][cH:16][c:17]([I:19])[cH:18]1.[Li+:10]>>[F:11][c:12]1[c:13]([NH:14][c:27]2[c:23]([C:24](=[O:25])[OH:26])[cH:22][c:21]([Br:20])[n:29][cH:28]2)[cH:15][cH:16][c:17]([I:19])[cH:18]1. Starting materials: [H-].[Na+] (NaH), C1(=CC=CC=C1)S (benzenethiol), CO (MeOH), ClC1=NC2=C(C=CC=C2C=C1)C1=CC=2C(NCCC2N1)=O (2-(2-Chloroquinolin-8-yl)-6,7-dihydro-1H-pyrrolo[3,2-c]pyridin-4(5H)-one). Run in CN1CCCC1=O (NMP). Reaction conditions: temperature 70 celsius, time 10 minute. Product: C1(=CC=CC=C1)SC1=NC2=C(C=CC=C2C=C1)C1=CC=2C(NCCC2N1)=O (2-(2-(phenylthio)quinolin-8-yl)-6,7-dihydro-1H-pyrrolo[3,2-c]pyridin-4(5H)-one). Isolated yield 44.8%. As a reaction SMILES: [H-].[Na+].[C:3]1([SH:9])[CH:8]=[CH:7][CH:6]=[CH:5][CH:4]=1.Cl[C:11]1[CH:20]=[CH:19][C:18]2[C:13](=[C:14]([C:21]3[NH:29][C:28]4[CH2:27][CH2:26][NH:25][C:24](=[O:30])[C:23]=4[CH:22]=3)[CH:15]=[CH:16][CH:17]=2)[N:12]=1.CO>CN1C(=O)CCC1>[C:3]1([S:9][C:11]2[CH:20]=[CH:19][C:18]3[C:13](=[C:14]([C:21]4[NH:29][C:28]5[CH2:27][CH2:26][NH:25][C:24](=[O:30])[C:23]=5[CH:22]=4)[CH:15]=[CH:16][CH:17]=3)[N:12]=2)[CH:8]=[CH:7][CH:6]=[CH:5][CH:4]=1 |f:0.1|. Procedure: To NaH (60 wt % in mineral oil; 0.050 g, 1.259 mmol) in 1 mL NMP was added benzenethiol (0.129 ml, 1.259 mmol). After 10 min, a clear/colorless solution resulted. 2-(2-Chloroquinolin-8-yl)-6,7-dihydro-1H-pyrrolo[3,2-c]pyridin-4(5H)-one (Example 1; 0.075 g, 0.252 mmol) was added as a solid and the reaction became orange. After 1 h, the reaction was sealed and heated to 70° C. for 1 h. The reaction was cooled and was partitioned between saturated aq. NaHCO3 and EtOAc. The organic layer was washed ...